Dataset: the Open Reaction Database (ORD), a public repository of structured organic reaction records. Task: describe an organic reaction: reactants, conditions, products, and yield Reactants: O=C([O-])[O-], CCCc1c(O)ccc2c(C(F)(F)F)noc12, CCOC(C)=O, ClCCCOc1cccc2[nH]ccc12, [I-], [K+], [K+], [K+], CN(C)C=O, O. Product: CCCc1c(OCCCOc2cccc3[nH]ccc23)ccc2c(C(F)(F)F)noc12. As a reaction SMILES: [C:32](=[O:33])([O-:34])[O-:35].[CH2:15]([CH2:16][CH3:17])[c:18]1[c:19]([OH:31])[cH:20][cH:21][c:22]2[c:23]([C:27]([F:28])([F:29])[F:30])[n:24][o:25][c:26]12.[CH3:40][CH2:41][O:42][C:43](=[O:44])[CH3:45].[Cl:1][CH2:2][CH2:3][CH2:4][O:5][c:6]1[c:7]2[cH:8][cH:9][nH:10][c:11]2[cH:12][cH:13][cH:14]1.[I-:39].[K+:36].[K+:37].[K+:38].[O:47]=[CH:48][N:49]([CH3:50])[CH3:51].[OH2:46]>>[CH2:2]([CH2:3][CH2:4][O:5][c:6]1[c:7]2[cH:8][cH:9][nH:10][c:11]2[cH:12][cH:13][cH:14]1)[O:31][c:19]1[c:18]([CH2:15][CH2:16][CH3:17])[c:26]2[c:22]([cH:21][cH:20]1)[c:23]([C:27]([F:28])([F:29])[F:30])[n:24][o:25]2. Starting materials: C[Si](C)(C)[N-][Si](C)(C)C, [Cl-], COc1cc2ncnc(Cl)c2cc1OC, CNC(=O)COCC#Cc1cc(Cl)c(N)c2c1OCO2, [NH4+], [Na+], C1CCOC1, CN(C)C=O. The product is CNC(=O)COCC#Cc1cc(Cl)c(Nc2ncnc3cc(OC)c(OC)cc23)c2c1OCO2. As a reaction SMILES: [CH3:1][Si:2]([N-:3][Si:4]([CH3:5])([CH3:6])[CH3:7])([CH3:8])[CH3:9].[Cl-:56].[Cl:36][c:37]1[n:38][cH:39][n:40][c:41]2[cH:42][c:43]([O:49][CH3:50])[c:44]([O:47][CH3:48])[cH:45][c:46]12.[NH2:16][c:17]1[c:18]([Cl:35])[cH:19][c:20]([C:26]#[C:27][CH2:28][O:29][CH2:30][C:31](=[O:32])[NH:33][CH3:34])[c:21]2[c:22]1[O:23][CH2:24][O:25]2.[NH4+:57].[Na+:10].[O:11]1[CH2:12][CH2:13][CH2:14][CH2:15]1.[O:51]=[CH:52][N:53]([CH3:54])[CH3:55]>>[NH:16]([c:17]1[c:18]([Cl:35])[cH:19][c:20]([C:26]#[C:27][CH2:28][O:29][CH2:30][C:31](=[O:32])[NH:33][CH3:34])[c:21]2[c:22]1[O:23][CH2:24][O:25]2)[c:37]1[n:38][cH:39][n:40][c:41]2[cH:42][c:43]([O:49][CH3:50])[c:44]([O:47][CH3:48])[cH:45][c:46]12. Conditions: temperature 0 celsius. The reactants are N (ammonia), P(Cl)(Cl)(Cl)(Cl)Cl (Phosphorus pentachloride), ClS(=O)(=O)O (chlorosulphonic acid), O(C1=CC=CC=C1)CCN1C=NC=C1 (1-(2-Phenoxyethyl)imidazole). Reported procedure: Phosphorus pentachloride (2.08 g) was added cautiously to chlorosulphonic acid (2.91 g) and the resulting solution was cooled to 0° C. 1-(2-Phenoxyethyl)imidazole (1.88 g) was added in portions, allowing the effervescence to subside after each addition. The mixture was heated on a steam bath for 10 minutes, cooled, and poured onto a mixture of crushed ice and excess concentrated ammonia solution. The resulting gummy solid was filtered off, washed with water, sucked as dry as possible at the filt... RXN SMILES: P(Cl)(Cl)(Cl)(Cl)Cl.Cl[S:8]([OH:11])(=O)=[O:9].[O:12]([CH2:19][CH2:20][N:21]1[CH:25]=[CH:24][N:23]=[CH:22]1)[C:13]1[CH:18]=[CH:17][CH:16]=[CH:15][CH:14]=1.[NH3:26]>>[S:8]([C:16]1[CH:17]=[CH:18][C:13]([O:12][CH2:19][CH2:20][N:21]2[CH:25]=[CH:24][N:23]=[CH:22]2)=[CH:14][CH:15]=1)(=[O:11])(=[O:9])[NH2:26]. Product: S(N)(=O)(=O)C1=CC=C(OCCN2C=NC=C2)C=C1 (1-[2-(4-sulphamoylphenoxy)ethyl]imidazole).